From a dataset of the Open Reaction Database (ORD), a public repository of structured organic reaction records. describe an organic reaction: reactants, conditions, products, and yield Reactants: O=C([O-])[O-], COCCOC, COc1ccc(Cn2nc(I)c3c(Oc4ccc(N)cc4F)ccnc32)cc1, CC(C)(C)OC(=O)N1CC=C(B2OC(C)(C)C(C)(C)O2)CC1, [Na+], [Na+], c1ccc(P(c2ccccc2)(c2ccccc2)[Pd](P(c2ccccc2)(c2ccccc2)c2ccccc2)(P(c2ccccc2)(c2ccccc2)c2ccccc2)P(c2ccccc2)(c2ccccc2)c2ccccc2)cc1. Yields the product COc1ccc(Cn2nc(C3=CCN(C(=O)OC(C)(C)C)CC3)c3c(Oc4ccc(N)cc4F)ccnc32)cc1. As a reaction SMILES: [C:51](=[O:52])([O-:53])[O-:54].[CH3:134][O:135][CH2:136][CH2:137][O:138][CH3:139].[CH3:1][O:2][c:3]1[cH:4][cH:5][c:6]([CH2:7][n:8]2[n:9][c:10]([I:26])[c:11]3[c:12]2[n:13][cH:14][cH:15][c:16]3[O:17][c:18]2[c:19]([F:25])[cH:20][c:21]([NH2:24])[cH:22][cH:23]2)[cH:27][cH:28]1.[CH3:29][C:30]1([CH3:31])[C:32]([CH3:33])([CH3:34])[O:35][B:36]([C:37]2=[CH:38][CH2:39][N:40]([C:43](=[O:44])[O:45][C:46]([CH3:47])([CH3:48])[CH3:49])[CH2:41][CH2:42]2)[O:50]1.[Na+:55].[Na+:56].[cH:57]1[cH:58][cH:59][c:60]([P:61]([Pd:62]([P:63]([c:64]2[cH:65][cH:66][cH:67][cH:68][cH:69]2)([c:70]2[cH:71][cH:72][cH:73][cH:74][cH:75]2)[c:76]2[cH:77][cH:78][cH:79][cH:80][cH:81]2)([P:82]([c:83]2[cH:84][cH:85][cH:86][cH:87][cH:88]2)([c:89]2[cH:90][cH:91][cH:92][cH:93][cH:94]2)[c:95]2[cH:96][cH:97][cH:98][cH:99][cH:100]2)[P:101]([c:102]2[cH:103][cH:104][cH:105][cH:106][cH:107]2)([c:108]2[cH:109][cH:110][cH:111][cH:112][cH:113]2)[c:114]2[cH:115][cH:116][cH:117][cH:118][cH:119]2)([c:120]2[cH:121][cH:122][cH:123][cH:124][cH:125]2)[c:126]2[cH:127][cH:128][cH:129][cH:130][cH:131]2)[cH:132][cH:133]1>>[CH3:1][O:2][c:3]1[cH:4][cH:5][c:6]([CH2:7][n:8]2[n:9][c:10]([C:37]3=[CH:38][CH2:39][N:40]([C:43](=[O:44])[O:45][C:46]([CH3:47])([CH3:48])[CH3:49])[CH2:41][CH2:42]3)[c:11]3[c:12]2[n:13][cH:14][cH:15][c:16]3[O:17][c:18]2[c:19]([F:25])[cH:20][c:21]([NH2:24])[cH:22][cH:23]2)[cH:27][cH:28]1.